Dataset: the Open Reaction Database (ORD), a public repository of structured organic reaction records. Task: describe an organic reaction: reactants, conditions, products, and yield The reactants are C(#C)C1=CC=C(C=C1)OC (4-ethynylanisole), Cl.NO (hydroxilamine hydrochloride), resultant solution, BrC#CC(C)(C)O (1-bromo-3-hydroxy-3-methyl-1-butyne). The reagents and catalysts are [Cu]Cl (copper (I) chloride), [Cu+2] (copper (II)), [Cu+2] (copper (II)). Solvent: C(C)(C)N (isopropylamine), CO (methanol). Conditions: time 10 minute. The product is OC(C#CC#CC1=CC=C(C=C1)OC)(C)C (5-hydroxy-5-methyl-1-(4-methoxyphenyl)hexa-1,3-diyne). Yield: 70.1%. As a reaction SMILES: [C:1]([C:3]1[CH:8]=[CH:7][C:6]([O:9][CH3:10])=[CH:5][CH:4]=1)#[CH:2].Br[C:12]#[C:13][C:14]([OH:17])([CH3:16])[CH3:15].Cl.NO>C(N)(C)C.CO.[Cu]Cl.[Cu+2]>[OH:17][C:14]([CH3:16])([CH3:15])[C:13]#[C:12][C:2]#[C:1][C:3]1[CH:8]=[CH:7][C:6]([O:9][CH3:10])=[CH:5][CH:4]=1 |f:2.3|. Procedure details: 100 mg of copper (I) chloride was dissolved in a mixture of 20 ml of isopropylamine and 20 ml of methanol in an atmoshpere of argon, and 1320 mg of 4-ethynylanisole were added to the resultant solution, followed by stirring at room temperature for 10 minutes. 2700 mg of 1-bromo-3-hydroxy-3-methyl-1-butyne were then dropwisely added to the solution over a time of about 3 hours, followed by stirring at room temperature fo 2 hours (If the solution is colored green owing to the production of copper ... Reactants: Cc1ccc(S(=O)(=O)NC(Cc2ccc(-c3ccc(CCC(=O)NOc4ccccc4)cc3)cc2)C(=O)N(C)C)cc1, CO, [H][H], [Pd]. The product is Cc1ccc(S(=O)(=O)NC(Cc2ccc(-c3ccc(CCC(=O)NO)cc3)cc2)C(=O)N(C)C)cc1. Reaction SMILES: [CH3:1][N:2]([C:3]([CH:4]([CH2:5][c:6]1[cH:7][cH:8][c:9](-[c:12]2[cH:13][cH:14][c:15]([CH2:18][CH2:19][C:20]([NH:21][O:22][c:23]3[cH:24][cH:25][cH:26][cH:27][cH:28]3)=[O:29])[cH:16][cH:17]2)[cH:10][cH:11]1)[NH:30][S:31](=[O:32])(=[O:33])[c:34]1[cH:35][cH:36][c:37]([CH3:40])[cH:38][cH:39]1)=[O:41])[CH3:42].[CH3:45][OH:46].[H:43][H:44].[Pd:47]>>[CH3:1][N:2]([C:3]([CH:4]([CH2:5][c:6]1[cH:7][cH:8][c:9](-[c:12]2[cH:13][cH:14][c:15]([CH2:18][CH2:19][C:20]([NH:21][OH:22])=[O:29])[cH:16][cH:17]2)[cH:10][cH:11]1)[NH:30][S:31](=[O:32])(=[O:33])[c:34]1[cH:35][cH:36][c:37]([CH3:40])[cH:38][cH:39]1)=[O:41])[CH3:42].